This data is from the Open Reaction Database (ORD), a public repository of structured organic reaction records. The task is: describe an organic reaction: reactants, conditions, products, and yield The reactants are O=C([O-])O, CC1COCCN1c1cc(CS(=O)(=O)c2ccncc2)nc(-c2ccc(N)cc2)n1, O=C(Cl)Oc1ccccc1, [Na+], C1COCCO1, O. Yields the product CC1COCCN1c1cc(CS(=O)(=O)c2ccncc2)nc(-c2ccc(NC(=O)Oc3ccccc3)cc2)n1. Reaction SMILES: [C:41](=[O:42])([OH:43])[O-:44].[CH3:11][CH:12]1[CH2:13][O:14][CH2:15][CH2:16][N:17]1[c:18]1[n:19][c:20](-[c:34]2[cH:35][cH:36][c:37]([NH2:38])[cH:39][cH:40]2)[n:21][c:22]([CH2:24][S:25](=[O:26])(=[O:27])[c:28]2[cH:29][cH:30][n:31][cH:32][cH:33]2)[cH:23]1.[Cl:1][C:2](=[O:3])[O:4][c:5]1[cH:6][cH:7][cH:8][cH:9][cH:10]1.[Na+:45].[O:47]1[CH2:48][CH2:49][O:50][CH2:51][CH2:52]1.[OH2:46]>>[C:2](=[O:3])([O:4][c:5]1[cH:6][cH:7][cH:8][cH:9][cH:10]1)[NH:38][c:37]1[cH:36][cH:35][c:34](-[c:20]2[n:19][c:18]([N:17]3[CH:12]([CH3:11])[CH2:13][O:14][CH2:15][CH2:16]3)[cH:23][c:22]([CH2:24][S:25](=[O:26])(=[O:27])[c:28]3[cH:29][cH:30][n:31][cH:32][cH:33]3)[n:21]2)[cH:40][cH:39]1. Starting materials: ClC1=NC(=NC(=N1)NC(C)C1=CC2=CC=CC=C2C=C1)N (6-Chloro-N-[1-naphthalen-2-yl-ethyl]-[1,3,5]triazine-2,4-diamine), NC(C(=O)O)CN1N=C(C=C1)C1=NC(=NC(=N1)N)NC(C)C1=CC2=CC=CC=C2C=C1 (2-amino-3-{3-[4-amino-6-(1-naphthalen-2-yl-ethylamino)[1,3,5]triazin-2-yl]-pyrazol-1-yl}proionic acid), C(C)#N (acetonitrile), C([O-])([O-])=O.[Na+].[Na+] (sodium carbonate). The reagents and catalysts are Cl[Pd]([P](C1=CC=CC=C1)(C2=CC=CC=C2)C3=CC=CC=C3)([P](C4=CC=CC=C4)(C5=CC=CC=C5)C6=CC=CC=C6)Cl (dichlorobis(triphenylphosphine)-palladium(II)). Run in O (water). Run at temperature 150 celsius. Product: N[C@H](C(=O)O)CN1N=C(C=C1)C1=NC(=NC(=N1)N)N[C@H](C)C1=CC2=CC=CC=C2C=C1 ((S)-2-Amino-3-(3-(4-amino-6-((R)-1-(naphthalen-2-yl)ethylamino)-1,3,5-triazin-2-yl)-1H-pyrazol-1-yl)propanoic acid). RXN SMILES: ClC1N=C(NC(C2C=CC3C(=CC=CC=3)C=2)C)N=C(N)N=1.C(#N)C.C(=O)([O-])[O-].[Na+].[Na+].[NH2:31][CH:32]([CH2:36][N:37]1[CH:41]=[CH:40][C:39]([C:42]2[N:47]=[C:46]([NH2:48])[N:45]=[C:44]([NH:49][CH:50]([C:52]3[CH:61]=[CH:60][C:59]4[C:54](=[CH:55][CH:56]=[CH:57][CH:58]=4)[CH:53]=3)[CH3:51])[N:43]=2)=[N:38]1)[C:33]([OH:35])=[O:34]>Cl[Pd](Cl)([P](C1C=CC=CC=1)(C1C=CC=CC=1)C1C=CC=CC=1)[P](C1C=CC=CC=1)(C1C=CC=CC=1)C1C=CC=CC=1.O>[NH2:31][C@@H:32]([CH2:36][N:37]1[CH:41]=[CH:40][C:39]([C:42]2[N:47]=[C:46]([NH2:48])[N:45]=[C:44]([NH:49][C@@H:50]([C:52]3[CH:61]=[CH:60][C:59]4[C:54](=[CH:55][CH:56]=[CH:57][CH:58]=4)[CH:53]=3)[CH3:51])[N:43]=2)=[N:38]1)[C:33]([OH:35])=[O:34] |f:2.3.4,^1:64,83|. Procedure details: 6-Chloro-N-[1-naphthalen-2-yl-ethyl]-[1,3,5]triazine-2,4-diamine (30 mg, 0.1 mmol), 2-boc-protected amino-3-{3-[4,4,5,5,-tetramethyl-[1,3,2]dioxaborolan-2-yl)-pyrazol-1-yl]-propionic acid (50 mg, 0.15 mmol), 1 ml of acetonitrile, and 0.7 ml of water. Aqueous sodium carbonate (0.3 ml and 1N) was added to a microwave vial, followed by 5 mol percent of dichlorobis(triphenylphosphine)-palladium(II). The reaction vessel was sealed and heated to 150° C. for 5 minutes with microwave. After cooling, the... Starting materials: Cl.BrC=1C=C(C=CC1)NN (3-bromophenylhydrazine hydrochloride), C(=O)N (formamide), ClCCl (dichloromethane). Reaction conditions: temperature 140 celsius. The product is BrC=1C=C(C=CC1)N1N=CN=C1 (1-(3-bromophenyl)-1H-[1,2,4]triazole). RXN SMILES: Cl.[Br:2][C:3]1[CH:4]=[C:5]([NH:9][NH2:10])[CH:6]=[CH:7][CH:8]=1.Cl[CH2:12]Cl.[CH:14]([NH2:16])=O>>[Br:2][C:3]1[CH:4]=[C:5]([N:9]2[CH:14]=[N:16][CH:12]=[N:10]2)[CH:6]=[CH:7][CH:8]=1 |f:0.1|. Procedure details: A suspension of 3-bromophenylhydrazine hydrochloride (3.78 g, 17 mmol) in formamide (15 ml) was heated at 140° C. for 16 h. The reaction mixture was cooled to ambient temperature, diluted into dichloromethane (100 ml) and washed with water (2×100 ml). The organic phase was dried over anhydrous magnesium sulfate, filtered and evaporated to dryness to give 1-(3-bromophenyl)-1H-[1,2,4]triazole (3.44 g) as a tan solid: δH (400 MHz, CDCl3) 8.57 (1H, s), 8.11 (1H, s), 7.90 (1H, t, J 2), 7.62-7.64 (1H,... The reactants are CCOC(=O)C1CC(Cc2ccccc2)C1, ClCCl, O=[N+]([O-])c1ccccc1, O=[N+]([O-])O, O=S(=O)(O)O. The product is CCOC(=O)C1CC(Cc2ccc([N+](=O)[O-])cc2)C1. RXN SMILES: [CH2:10]([c:11]1[cH:12][cH:13][cH:14][cH:15][cH:16]1)[CH:17]1[CH2:18][CH:19]([C:21](=[O:22])[O:23][CH2:24][CH3:25])[CH2:20]1.[Cl:26][CH2:27][Cl:28].[O-:29][N+:30]([c:31]1[cH:32][cH:33][cH:34][cH:35][cH:36]1)=[O:37].[OH:1][N+:2]([O-:3])=[O:4].[S:5](=[O:6])(=[O:7])([OH:8])[OH:9]>>[O-:1][N+:2](=[O:4])[c:14]1[cH:13][cH:12][c:11]([CH2:10][CH:17]2[CH2:18][CH:19]([C:21](=[O:22])[O:23][CH2:24][CH3:25])[CH2:20]2)[cH:16][cH:15]1. Reactants: [N+](#[C-])C(S(=O)(=O)C1=CC=C(C=C1)C)=C1[C@]2(C)[C@@H](CC1)[C@@H]1CCC3=CC(C=C[C@]3(C)[C@H]1CC2)=O (17-(isocyano-p-methylphenylsulfonylmethylene)-androsta-1,4-diene-3-one), mixture, ClCOCC1=CC=CC=C1 (chloromethyl benzylether). Product: [N+](#[C-])C(COCC1=CC=CC=C1)(C1=CC[C@H]2[C@@H]3CCC4=CC(C=C[C@]4(C)[C@H]3CC[C@]12C)=O)S(=O)(=O)C1=CC=C(C=C1)C (20-isocyano-20-p-methylphenylsulfonyl-21-benzoxy-pregna-1,4,16-triene-3-one). As a reaction SMILES: [N+:1]([C:3](=[C:14]1[CH2:19][CH2:18][C@H:17]2[C@H:20]3[C@H:30]([CH2:31][CH2:32][C@:15]12[CH3:16])[C@:28]1([CH3:29])[C:23](=[CH:24][C:25](=[O:33])[CH:26]=[CH:27]1)[CH2:22][CH2:21]3)[S:4]([C:7]1[CH:12]=[CH:11][C:10]([CH3:13])=[CH:9][CH:8]=1)(=[O:6])=[O:5])#[C-:2].Cl[CH2:35][O:36][CH2:37][C:38]1[CH:43]=[CH:42][CH:41]=[CH:40][CH:39]=1>>[N+:1]([C:3]([S:4]([C:7]1[CH:8]=[CH:9][C:10]([CH3:13])=[CH:11][CH:12]=1)(=[O:6])=[O:5])([C:14]1[C@:15]2([CH3:16])[C@H:17]([C@H:20]3[C@H:30]([CH2:31][CH2:32]2)[C@:28]2([CH3:29])[C:23](=[CH:24][C:25](=[O:33])[CH:26]=[CH:27]2)[CH2:22][CH2:21]3)[CH2:18][CH:19]=1)[CH2:35][O:36][CH2:37][C:38]1[CH:43]=[CH:42][CH:41]=[CH:40][CH:39]=1)#[C-:2]. Reported procedure: The title compound was prepared according to the method described in Example 8a, starting from 17-(isocyano-p-methylphenylsulfonylmethylene)-androsta-1,4-diene-3-one (462 mg, 1 mmol). Yield: 625 mg of a mixture of the title compound and chloromethyl benzylether (1:1). Reactants: CN(C)CC1=CN(C2=CN=C(C=C21)C(=O)OC)CC2=CC=C(C=C2)F (methyl 3-[(dimethylamino)methyl]-1-(4-fluorobenzyl)-1H-pyrrolo[2,3-c]pyridine-5-carboxylate), C1(=CC=CC=C1)[C@@H](C)O ((1R)-1-phenylethanol). Product: FC1=CC=C(CN2C=C(C=3C2=CN=C(C3)C(=O)OC)CO[C@H](C)C3=CC=CC=C3)C=C1 (Methyl 1-(4-fluorobenzyl)-3-{[(1R)-1-phenylethoxy]methyl}-1H-pyrrolo[2,3-c]pyridine -5-carboxylate). As a reaction SMILES: CN([CH2:4][C:5]1[C:13]2[C:8](=[CH:9][N:10]=[C:11]([C:14]([O:16][CH3:17])=[O:15])[CH:12]=2)[N:7]([CH2:18][C:19]2[CH:24]=[CH:23][C:22]([F:25])=[CH:21][CH:20]=2)[CH:6]=1)C.[C:26]1([C@H:32]([OH:34])[CH3:33])[CH:31]=[CH:30][CH:29]=[CH:28][CH:27]=1>>[F:25][C:22]1[CH:23]=[CH:24][C:19]([CH2:18][N:7]2[C:8]3=[CH:9][N:10]=[C:11]([C:14]([O:16][CH3:17])=[O:15])[CH:12]=[C:13]3[C:5]([CH2:4][O:34][C@@H:32]([C:26]3[CH:31]=[CH:30][CH:29]=[CH:28][CH:27]=3)[CH3:33])=[CH:6]2)=[CH:20][CH:21]=1. Reported procedure: The title compound was prepared as in example 116, step 1, using methyl 3-[(dimethylamino)methyl]-1-(4-fluorobenzyl)-1H-pyrrolo[2,3-c]pyridine-5-carboxylate and (1R)-1-phenylethanol. 1H NMR (300 MHz, CHLOROFORM-D) δ ppm 1.48 (d, J=6.41 Hz, 3H) 4.01 (s, 3H) 4.48-4.59 (m, 3H) 5.34 (s, 2H) 6.97-7.05 (m, 2H) 7.10-7.17 (m, 2H) 7.23 (s, 1H) 7.29-7.42 (m, 5H) 8.47 (s, 1H) 8.72 (s, 1H)